From a dataset of the Open Reaction Database (ORD), a public repository of structured organic reaction records. describe an organic reaction: reactants, conditions, products, and yield Reactants: N[C@@H]1CC[C@H](CC1)C(=O)O (trans-4-Aminocyclohexanecarboxylic acid), [H-].COCCO[Al+]OCCOC.[Na+].[H-].C1(=CC=CC=C1)C (sodium bis(2-methoxyethoxy)aluminum hydride toluene), [OH-].[Na+] (sodium hydroxide). Run in C1(=CC=CC=C1)C (toluene). Run at time 7 hour. The product is N[C@@H]1CC[C@H](CC1)CO ((trans-4-Aminocyclohexyl)methanol). The yield is 60.1%. As a reaction SMILES: [NH2:1][C@H:2]1[CH2:7][CH2:6][C@H:5]([C:8](O)=[O:9])[CH2:4][CH2:3]1.[H-].COCCO[Al+]OCCOC.[Na+].[H-].C1(C)C=CC=CC=1.[OH-].[Na+]>C1(C)C=CC=CC=1>[NH2:1][C@H:2]1[CH2:7][CH2:6][C@H:5]([CH2:8][OH:9])[CH2:4][CH2:3]1 |f:1.2.3.4.5,6.7|. Procedure details: trans-4-Aminocyclohexanecarboxylic acid (314 mg, 2.19 mmol) was gradually added to sodium bis(2-methoxyethoxy)aluminum hydride-toluene solution (65 wt %, 3.0 mL) in toluene (3 mL) at 75° C., and the reaction mixture was stirred for 7 hours. The reaction mixture was allowed to cool to room temperature and stirred with 1 M aqueous sodium hydroxide (20 mL) at 80° C. for 10 minutes. The reaction mixture was allowed to cool to room temperature and partitioned between water and toluene, and the aqueou... Starting materials: Cc1nc2ccccc2n1-c1nc(N2CCOCC2)c2nc(CC3CNC3)n(C)c2n1, O=C1CCOC1. Yields the product Cc1nc2ccccc2n1-c1nc(N2CCOCC2)c2nc(CC3CN(C4CCOC4)C3)n(C)c2n1. Reaction SMILES: [NH:1]1[CH2:2][CH:3]([CH2:5][c:6]2[n:7]([CH3:31])[c:8]3[n:9][c:10](-[n:21]4[c:22]([CH3:30])[n:23][c:24]5[c:25]4[cH:26][cH:27][cH:28][cH:29]5)[n:11][c:12]([N:15]4[CH2:16][CH2:17][O:18][CH2:19][CH2:20]4)[c:13]3[n:14]2)[CH2:4]1.[O:32]1[CH2:33][C:34](=[O:37])[CH2:35][CH2:36]1>>[N:1]1([CH:34]2[CH2:33][O:32][CH2:36][CH2:35]2)[CH2:2][CH:3]([CH2:5][c:6]2[n:7]([CH3:31])[c:8]3[n:9][c:10](-[n:21]4[c:22]([CH3:30])[n:23][c:24]5[c:25]4[cH:26][cH:27][cH:28][cH:29]5)[n:11][c:12]([N:15]4[CH2:16][CH2:17][O:18][CH2:19][CH2:20]4)[c:13]3[n:14]2)[CH2:4]1. Starting materials: Cc1ccccc1, O=C(Cl)CCCl, SCC1CSCS1. Product: O=C(CCCl)SCC1CSCS1. RXN SMILES: [CH3:14][c:15]1[cH:16][cH:17][cH:18][cH:19][cH:20]1.[Cl:8][CH2:9][CH2:10][C:11](=[O:12])[Cl:13].[SH:1][CH2:2][CH:3]1[S:4][CH2:5][S:6][CH2:7]1>>[S:1]([CH2:2][CH:3]1[S:4][CH2:5][S:6][CH2:7]1)[C:11]([CH2:10][CH2:9][Cl:8])=[O:12].